This data is from the Open Reaction Database (ORD), a public repository of structured organic reaction records. The task is: describe an organic reaction: reactants, conditions, products, and yield Starting materials: CCN=C=NCCCN(C)C, CCN(C(C)C)C(C)C, Cl, Cl, COc1ccc(Br)c(C(=O)N2CCN(C(=O)CN)CC2)c1, CN(C)C=O, O, On1nnc2ccccc21, O=C(O)c1cc(-c2ccccc2)on1. Yields the product COc1ccc(Br)c(C(=O)N2CCN(C(=O)CNC(=O)c3cc(-c4ccccc4)on3)CC2)c1. RXN SMILES: [CH3:34][CH2:35][N:36]=[C:37]=[N:38][CH2:39][CH2:40][CH2:41][N:42]([CH3:43])[CH3:44].[CH:11]([N:12]([CH2:13][CH3:14])[CH:15]([CH3:16])[CH3:17])([CH3:18])[CH3:19].[ClH:45].[ClH:46].[NH2:47][CH2:48][C:49](=[O:50])[N:51]1[CH2:52][CH2:53][N:54]([C:57]([c:58]2[c:59]([Br:66])[cH:60][cH:61][c:62]([O:64][CH3:65])[cH:63]2)=[O:67])[CH2:55][CH2:56]1.[O:68]=[CH:69][N:70]([CH3:71])[CH3:72].[OH2:73].[OH:1][n:2]1[c:3]2[c:4]([cH:5][cH:6][cH:7][cH:8]2)[n:9][n:10]1.[c:20]1(-[c:26]2[cH:27][c:28]([C:31](=[O:32])[OH:33])[n:29][o:30]2)[cH:21][cH:22][cH:23][cH:24][cH:25]1>>[c:20]1(-[c:26]2[cH:27][c:28]([C:31](=[O:33])[NH:47][CH2:48][C:49](=[O:50])[N:51]3[CH2:52][CH2:53][N:54]([C:57]([c:58]4[c:59]([Br:66])[cH:60][cH:61][c:62]([O:64][CH3:65])[cH:63]4)=[O:67])[CH2:55][CH2:56]3)[n:29][o:30]2)[cH:21][cH:22][cH:23][cH:24][cH:25]1. Starting materials: C(C)(=O)O[C@](CN1N=CN=C1)([C@@H](C)S(=O)(=O)Cl)C1=C(C=C(C=C1)F)F ((2R,3R)-3-chlorosulfonyl-2-(2,4-difluorophenyl)-1-(1H-1,2,4-triazol-1-yl)-2-butyl acetate), C(CCC)N (n-butylamine). Run in ClCCl (dichloromethane). Conditions: time 20 minute. The product is C(CCC)NS(=O)(=O)C(C)=C(CN1N=CN=C1)C1=C(C=C(C=C1)F)F (N-butyl-3- (2,4-difluorophenyl)-4-(1H-1,2,4-triazol-1-yl) -2-butene-2-sulfonamide). Isolated yield 8.6%. As a reaction SMILES: C(O[C@@:5]([C:18]1[CH:23]=[CH:22][C:21]([F:24])=[CH:20][C:19]=1[F:25])([C@H:12]([S:14](Cl)(=[O:16])=[O:15])[CH3:13])[CH2:6][N:7]1[CH:11]=[N:10][CH:9]=[N:8]1)(=O)C.[CH2:26]([NH2:30])[CH2:27][CH2:28][CH3:29]>ClCCl>[CH2:26]([NH:30][S:14]([C:12](=[C:5]([C:18]1[CH:23]=[CH:22][C:21]([F:24])=[CH:20][C:19]=1[F:25])[CH2:6][N:7]1[CH:11]=[N:10][CH:9]=[N:8]1)[CH3:13])(=[O:15])=[O:16])[CH2:27][CH2:28][CH3:29]. Procedure: In dichloromethane (4 ml) was dissolved (2R,3R)-3-chlorosulfonyl-2-(2,4-difluorophenyl)-1-(1H-1,2,4-triazol-1-yl)-2-butyl acetate (125 mg). To the solution was added, under ice-cooling, n-butylamine (23 mg). The reaction mixture was stirred for 20 minutes under ice-cooling, which was concentrated. The concentrate was subjected to a silica gel chromatography (eluent: hexane/ethyl acetate=1/2→ethyl acetate) for purification to give, as the first eluate, N-butyl-3- (2,4-difluorophenyl)-4-(1H-1,2,4-... Reactants: ClCCCSC1=C(C(=NC=C1)CSC1=CC=NC=C1)C (4-(3-chloropropylthio)-3-methyl-2-[(4-pyridinylthio)methyl]pyridine), SC=1NC2=C(N1)C=CC=C2 (2-mercaptobenzimidazole), [OH-].[Na+] (sodium hydroxide). Yields the product CC=1C(=NC=CC1SCCCSC1=NC2=C(N1)C=CC=C2)CSC2=CC=NC=C2 (2-[[[3-Methyl-2-[(4-pyridinylthio)methyl]-4-pyridinyl]thiopropyl]thio]-1H-benzimidazole). Yield: 83.0%. As a reaction SMILES: Cl[CH2:2][CH2:3][CH2:4][S:5][C:6]1[CH:11]=[CH:10][N:9]=[C:8]([CH2:12][S:13][C:14]2[CH:19]=[CH:18][N:17]=[CH:16][CH:15]=2)[C:7]=1[CH3:20].[SH:21][C:22]1[NH:23][C:24]2[CH:30]=[CH:29][CH:28]=[CH:27][C:25]=2[N:26]=1.[OH-].[Na+]>>[CH3:20][C:7]1[C:8]([CH2:12][S:13][C:14]2[CH:19]=[CH:18][N:17]=[CH:16][CH:15]=2)=[N:9][CH:10]=[CH:11][C:6]=1[S:5][CH2:4][CH2:3][CH2:2][S:21][C:22]1[NH:26][C:25]2[CH:27]=[CH:28][CH:29]=[CH:30][C:24]=2[N:23]=1 |f:2.3|. Procedure: According to the procedure indicated in Example 5, reaction of 4-(3-chloropropylthio)-3-methyl-2-[(4-pyridinylthio)methyl]pyridine with 2-mercaptobenzimidazole in the presence of sodium hydroxide solution gives, after crystallization from dichloromethane/diisopropyl ether, the title compound; m.p. 128-129° C.; yield 83% of theory. Starting materials: C1(=CC=CC=C1)S(=O)(=O)Cl (Benzenesulfonyl chloride), C(C)OC(=O)C=1C=NN(C1)C1=NC2=CC=C(C=C2C(N1COCC[Si](C)(C)C)=O)N (1-[6-amino-4-oxo-3-(2-trimethylsilanyl-ethoxymethyl)-3,4-dihydro-quinazolin-2-yl]-1H-pyrazole-4-carboxylic acid ethyl ester). Run in N1=CC=CC=C1 (pyridine). Reaction conditions: time 2 hour. The product is C(C)OC(=O)C=1C=NN(C1)C1=NC2=CC=C(C=C2C(N1COCC[Si](C)(C)C)=O)NS(=O)(=O)C1=CC=CC=C1 (1-[6-benzenesulfonylamino-4-oxo-3-(2-trimethylsilanyl-ethoxymethyl)-3,4-dihydro-quinazolin-2-yl]-1H-pyrazole-4-carboxylic acid ethyl ester). Isolated yield 0.1%. As a reaction SMILES: [C:1]1([S:7](Cl)(=[O:9])=[O:8])[CH:6]=[CH:5][CH:4]=[CH:3][CH:2]=1.[CH2:11]([O:13][C:14]([C:16]1[CH:17]=[N:18][N:19]([C:21]2[N:30]([CH2:31][O:32][CH2:33][CH2:34][Si:35]([CH3:38])([CH3:37])[CH3:36])[C:29](=[O:39])[C:28]3[C:23](=[CH:24][CH:25]=[C:26]([NH2:40])[CH:27]=3)[N:22]=2)[CH:20]=1)=[O:15])[CH3:12]>N1C=CC=CC=1>[CH2:11]([O:13][C:14]([C:16]1[CH:17]=[N:18][N:19]([C:21]2[N:30]([CH2:31][O:32][CH2:33][CH2:34][Si:35]([CH3:38])([CH3:37])[CH3:36])[C:29](=[O:39])[C:28]3[C:23](=[CH:24][CH:25]=[C:26]([NH:40][S:7]([C:1]4[CH:6]=[CH:5][CH:4]=[CH:3][CH:2]=4)(=[O:9])=[O:8])[CH:27]=3)[N:22]=2)[CH:20]=1)=[O:15])[CH3:12]. Procedure: Benzenesulfonyl chloride (0.131 mL, 1.02 mmol) was added dropwise to a solution of 1-[6-amino-4-oxo-3-(2-trimethylsilanyl-ethoxymethyl)-3,4-dihydro-quinazolin-2-yl]-1H-pyrazole-4-carboxylic acid ethyl ester (0.200 g, 0.466 mmol) in pyridine (2.3 mL). The reaction mixture was stirred for 2 h, then quenched with water (15 mL) and extracted with EtOAc (30 mL). The organic layer was washed with water (15 mL) and brine (15 mL), dried (MgSO4), and concentrated. The residue was purified by FCC (5-50% E... Starting materials: OC1=NC(=NC(=C1[N+](=O)[O-])O)SC (4,6-dihydroxy-2-methylthio-5-nitro-pyrimidine), N1CCSCC1 (thiomorpholine). Yields the product OC1=NC(=NC(=C1[N+](=O)[O-])O)N1CCSCC1 (4,6-Dihydroxy-5-nitro-2-thiomorpholino-pyrimidine). RXN SMILES: [OH:1][C:2]1[C:7]([N+:8]([O-:10])=[O:9])=[C:6]([OH:11])[N:5]=[C:4](SC)[N:3]=1.[NH:14]1[CH2:19][CH2:18][S:17][CH2:16][CH2:15]1>>[OH:11][C:6]1[C:7]([N+:8]([O-:10])=[O:9])=[C:2]([OH:1])[N:3]=[C:4]([N:14]2[CH2:19][CH2:18][S:17][CH2:16][CH2:15]2)[N:5]=1. Reported procedure: 4,6-Dihydroxy-5-nitro-2-thiomorpholino-pyrimidine was prepared in analogous manner from 4,6-dihydroxy-2-methylthio-5-nitro-pyrimidine and thiomorpholine. M.p. 220°-223°C. Reaction SMILES: [CH3:29][c:30]1[cH:31][cH:32][cH:33][cH:34][cH:35]1.[F:14][c:15]1[c:16]([NH2:17])[cH:18][cH:19][c:20]([S:22][C:23]([CH:24]([Cl:25])[F:26])([F:27])[F:28])[cH:21]1.[F:1][c:2]1[c:3]([C:4](=[O:5])[N:6]=[C:7]=[O:8])[c:9]([F:13])[cH:10][cH:11][cH:12]1>>[F:1][c:2]1[c:3]([C:4](=[O:5])[NH:6][C:7](=[O:8])[NH:17][c:16]2[c:15]([F:14])[cH:21][c:20]([S:22][C:23]([CH:24]([Cl:25])[F:26])([F:27])[F:28])[cH:19][cH:18]2)[c:9]([F:13])[cH:10][cH:11][cH:12]1. Product: O=C(NC(=O)c1c(F)cccc1F)Nc1ccc(SC(F)(F)C(F)Cl)cc1F. Starting materials: Cc1ccccc1, Nc1ccc(SC(F)(F)C(F)Cl)cc1F, O=C=NC(=O)c1c(F)cccc1F.